Dataset: the Open Reaction Database (ORD), a public repository of structured organic reaction records. Task: describe an organic reaction: reactants, conditions, products, and yield Reactants: CCCP(=O)(O)O, COC(=O)c1cnn(C)c1C(=O)O, CCN(C(C)C)C(C)C, C1CCOC1, Nc1ccn2nc(-c3cccnc3)nc2c1. Product: COC(=O)c1cnn(C)c1C(=O)Nc1ccn2nc(-c3cccnc3)nc2c1. Reaction SMILES: [CH2:30]([P:31]([OH:32])([OH:33])=[O:34])[CH2:35][CH3:36].[CH3:17][O:18][C:19](=[O:20])[c:21]1[cH:22][n:23][n:24]([CH3:29])[c:25]1[C:26](=[O:27])[OH:28].[CH:37]([N:38]([CH2:39][CH3:40])[CH:41]([CH3:42])[CH3:43])([CH3:44])[CH3:45].[O:46]1[CH2:47][CH2:48][CH2:49][CH2:50]1.[n:1]1[cH:2][c:3](-[c:7]2[n:8][n:9]3[c:10]([cH:11][c:12]([NH2:15])[cH:13][cH:14]3)[n:16]2)[cH:4][cH:5][cH:6]1>>[n:1]1[cH:2][c:3](-[c:7]2[n:8][n:9]3[c:10]([cH:11][c:12]([NH:15][C:26]([c:25]4[c:21]([C:19]([O:18][CH3:17])=[O:20])[cH:22][n:23][n:24]4[CH3:29])=[O:27])[cH:13][cH:14]3)[n:16]2)[cH:4][cH:5][cH:6]1. The reactants are BrCC1=CC=C(C=C1)S(=O)(=O)Cl (4-(bromomethyl)benzenesulfonyl chloride), COC1=CC=C(CNCC2=CC=C(C=C2)OC)C=C1 (bis-(4-methoxy-benzyl)-amine). Solvent: C(Cl)Cl (CH2Cl2), O (H2O). Conditions: time 12 hour. Product: BrCC1=CC=C(C=C1)S(=O)(=O)N(CC1=CC=C(C=C1)OC)CC1=CC=C(C=C1)OC (4-bromomethyl-N,N-bis-(4-methoxy-benzyl)-benzenesulfonamide). RXN SMILES: [Br:1][CH2:2][C:3]1[CH:8]=[CH:7][C:6]([S:9](Cl)(=[O:11])=[O:10])=[CH:5][CH:4]=1.[CH3:13][O:14][C:15]1[CH:31]=[CH:30][C:18]([CH2:19][NH:20][CH2:21][C:22]2[CH:27]=[CH:26][C:25]([O:28][CH3:29])=[CH:24][CH:23]=2)=[CH:17][CH:16]=1>C(Cl)Cl.O>[Br:1][CH2:2][C:3]1[CH:8]=[CH:7][C:6]([S:9]([N:20]([CH2:19][C:18]2[CH:17]=[CH:16][C:15]([O:14][CH3:13])=[CH:31][CH:30]=2)[CH2:21][C:22]2[CH:23]=[CH:24][C:25]([O:28][CH3:29])=[CH:26][CH:27]=2)(=[O:11])=[O:10])=[CH:5][CH:4]=1. Procedure details: A solution of 4-(bromomethyl)benzenesulfonyl chloride (5.6 mmol) in 5 mL of CH2Cl2 at 25° C. is treated with Et3 N (8.4 mmol) followed by bis-(4-methoxy-benzyl)-amine (5.8 mmol). The reaction is stirred for 12 hours, diluted with H2O, extracted with CH2Cl2, dried (MgSO4), filtered and concentrated. The resultant crude material is purified by silica flash chromatography (20% EtOAc/hexanes) to yield 4-bromomethyl-N,N-bis-(4-methoxy-benzyl)-benzenesulfonamide: 1H NMR (400 MHz, CDCl3): δ 7.72 (appar...